Dataset: the Open Reaction Database (ORD), a public repository of structured organic reaction records. Task: describe an organic reaction: reactants, conditions, products, and yield Reactants: COc1cccc(O)c1, COc1ccc2c(Cl)nc(Nc3cc(C)[nH]n3)cc2c1. Yields the product COc1cccc(Oc2nc(Nc3cc(C)[nH]n3)cc3cc(OC)ccc23)c1. RXN SMILES: [CH3:1][O:2][c:3]1[cH:4][c:5]([OH:9])[cH:6][cH:7][cH:8]1.[Cl:10][c:11]1[n:12][c:13]([NH:23][c:24]2[n:25][nH:26][c:27]([CH3:29])[cH:28]2)[cH:14][c:15]2[cH:16][c:17]([O:21][CH3:22])[cH:18][cH:19][c:20]12>>[CH3:1][O:2][c:3]1[cH:4][c:5]([O:9][c:11]2[n:12][c:13]([NH:23][c:24]3[n:25][nH:26][c:27]([CH3:29])[cH:28]3)[cH:14][c:15]3[cH:16][c:17]([O:21][CH3:22])[cH:18][cH:19][c:20]23)[cH:6][cH:7][cH:8]1. The reactants are COC=1C=C(C=O)C=C(C1)OC (3,5-dimethoxybenzaldehyde), Cl (hydrochloric acid), [N+](=O)([O-])C (nitromethane), [OH-].[Na+] (sodium hydroxide). Solvent: ice water, CO (methanol), O (water), O (water). Conditions: time 15 minute. The product is COC=1C=C(C=C[N+](=O)[O-])C=C(C1)OC (3,5-Dimethoxy-beta-Nitrostyrene). RXN SMILES: [CH3:1][O:2][C:3]1[CH:4]=[C:5]([CH:8]=[C:9]([O:11][CH3:12])[CH:10]=1)[CH:6]=O.[N+:13]([CH3:16])([O-:15])=[O:14].[OH-].[Na+].Cl>O.CO>[CH3:1][O:2][C:3]1[CH:4]=[C:5]([CH:8]=[C:9]([O:11][CH3:12])[CH:10]=1)[CH:6]=[CH:16][N+:13]([O-:15])=[O:14] |f:2.3|. Reported procedure: A solution of 34.5 g. (0.208 mole) 3,5-dimethoxybenzaldehyde and 12.68 g. (0.208 mole) nitromethane in 40 ml. methanol was cooled to 0° C. under a nitrogen atmosphere. To this was added dropwise a cold solution of 8.43 g. (0.211 mole) sodium hydroxide in 30 ml. water and stirring continued at 0° C. for 15 minutes after the addition was completed. The mixture was diluted with ice-water and added slowly to a solution of 40 ml. concentrated hydrochloric acid in 60 ml. water. The precipitated produc... The reactants are ClC(=O)OCC (Ethyl chloroformate), C(Cl)Cl (methylene chloride), C1(=CC=CC=C1)[C@@H]1NCCC2=CC=CC=C12 ((1S)-1-phenyl-1,2,3,4-tetrahydroisoquinoline). Run in C(C)N(CC)CC (triethylamine). Run at temperature 27.5 celsius, time 1 hour. Yields the product C1(=CC=CC=C1)[C@@H]1N(CCC2=CC=CC=C12)C(=O)OCC ((1S)-ethyl 1-phenyl-1,2,3,4-tetrahydro-2-isoquinolinecarboxylate). Isolated yield 96.7%. RXN SMILES: Cl[C:2]([O:4][CH2:5][CH3:6])=[O:3].C(Cl)Cl.[C:10]1([C@H:16]2[C:25]3[C:20](=[CH:21][CH:22]=[CH:23][CH:24]=3)[CH2:19][CH2:18][NH:17]2)[CH:15]=[CH:14][CH:13]=[CH:12][CH:11]=1>C(N(CC)CC)C>[C:10]1([C@H:16]2[C:25]3[C:20](=[CH:21][CH:22]=[CH:23][CH:24]=3)[CH2:19][CH2:18][N:17]2[C:2]([O:4][CH2:5][CH3:6])=[O:3])[CH:11]=[CH:12][CH:13]=[CH:14][CH:15]=1. Reported procedure: Ethyl chloroformate (5.61 g) was slowly added to a mixture of methylene chloride (100 ml), (1S)-1-phenyl-1,2,3,4-tetrahydroisoquinoline (10 g) and triethylamine (5.32 g) at 5-15° C. over a period of 30 min. Thereafter, the reaction mass was warmed to 25-30° C. and stirred at 25-30° C. for 1 h. The reaction solution was sequentially washed with water (50 ml), 3% w/w hydrochloric acid (50 ml), water (50 ml) and 5% w/w aqueous sodium chloride (50 ml) at 25-30° C. The solvent was removed under reduc... The reactants are O=C([O-])[O-], ClCc1ccc(Cl)cc1, O=C(O)C(F)(F)F, O=C(O)C(F)(F)F, [K+], [K+], Nc1nc(N)c2nc(CN3CCNCC3)nnc2n1, CN(C)C=O. Yields the product Nc1nc(N)c2nc(CN3CCN(Cc4ccc(Cl)cc4)CC3)nnc2n1. As a reaction SMILES: [C:36](=[O:37])([O-:38])[O-:39].[Cl:27][c:28]1[cH:29][cH:30][c:31]([CH2:32][Cl:33])[cH:34][cH:35]1.[F:20][C:21]([F:22])([F:23])[C:24]([OH:25])=[O:26].[F:42][C:43]([F:44])([F:45])[C:46]([OH:47])=[O:48].[K+:40].[K+:41].[N:1]1([CH2:7][c:8]2[n:9][n:10][c:11]3[c:12]([n:13]2)[c:14]([NH2:19])[n:15][c:16]([NH2:18])[n:17]3)[CH2:2][CH2:3][NH:4][CH2:5][CH2:6]1.[O:49]=[CH:50][N:51]([CH3:52])[CH3:53]>>[N:1]1([CH2:7][c:8]2[n:9][n:10][c:11]3[c:12]([n:13]2)[c:14]([NH2:19])[n:15][c:16]([NH2:18])[n:17]3)[CH2:2][CH2:3][N:4]([CH2:32][c:31]2[cH:30][cH:29][c:28]([Cl:27])[cH:35][cH:34]2)[CH2:5][CH2:6]1. Reactants: O=C([O-])[O-], Oc1ccc2c(c1)CCNC2, ClCC=Cc1ccc(Cl)cc1, [K+], [K+], CN(C)C=O. The product is Oc1ccc2c(c1)CCN(CC=Cc1ccc(Cl)cc1)C2. RXN SMILES: [C:23](=[O:24])([O-:25])[O-:26].[CH2:1]1[NH:2][CH2:3][CH2:4][c:5]2[cH:6][c:7]([OH:11])[cH:8][cH:9][c:10]21.[Cl:12][c:13]1[cH:14][cH:15][c:16]([CH:19]=[CH:20][CH2:21][Cl:22])[cH:17][cH:18]1.[K+:27].[K+:28].[O:29]=[CH:30][N:31]([CH3:32])[CH3:33]>>[CH2:1]1[N:2]([CH2:21][CH:20]=[CH:19][c:16]2[cH:15][cH:14][c:13]([Cl:12])[cH:18][cH:17]2)[CH2:3][CH2:4][c:5]2[cH:6][c:7]([OH:11])[cH:8][cH:9][c:10]21. The reactants are CC(C)Cc1ccc(C(C)C(=O)O)cc1, [Ca+2], [Na], O, O, O=S(=O)([O-])[O-]. Yields the product CC(C)Cc1ccc(C(C)C(=O)O)cc1. As a reaction SMILES: [CH3:9][CH:10]([CH3:11])[CH2:12][c:13]1[cH:14][cH:15][c:16]([CH:19]([CH3:20])[C:21]([OH:22])=[O:23])[cH:17][cH:18]1.[Ca+2:8].[Na:24].[OH2:1].[OH2:2].[S:3]([O-:4])([O-:5])(=[O:6])=[O:7]>>[CH3:9][CH:10]([CH3:11])[CH2:12][c:13]1[cH:14][cH:15][c:16]([CH:19]([CH3:20])[C:21](=[O:22])[OH:23])[cH:17][cH:18]1.